This data is from the Open Reaction Database (ORD), a public repository of structured organic reaction records. The task is: describe an organic reaction: reactants, conditions, products, and yield Reactants: N1=NC=C(C=C1)NCC1CCNCC1 (4-[(Pyridazin-4-ylamino)-methyl]-piperidine), O=C1N(C(CC1)=O)OC(OCC1=CC=C(C=C1)F)=O (carbonic acid-4-fluoro-benzyl ester 2,5-dioxo-pyrrolidin-1-yl ester). Solvent: CN(C)C=O (DMF). Reaction conditions: time 0.5 hour. Product: FC1=CC=C(COC(=O)N2CCC(CC2)CNC2=CN=NC=C2)C=C1 (4-[(pyridazin-4-ylamino)-methyl]-piperidine-1-carboxylic acid-4-fluoro-benzyl ester). Reaction SMILES: [N:1]1[CH:6]=[CH:5][C:4]([NH:7][CH2:8][CH:9]2[CH2:14][CH2:13][NH:12][CH2:11][CH2:10]2)=[CH:3][N:2]=1.O=C1CCC(=O)N1[O:22][C:23](=O)[O:24][CH2:25][C:26]1[CH:31]=[CH:30][C:29]([F:32])=[CH:28][CH:27]=1>CN(C=O)C>[F:32][C:29]1[CH:28]=[CH:27][C:26]([CH2:25][O:24][C:23]([N:12]2[CH2:11][CH2:10][CH:9]([CH2:8][NH:7][C:4]3[CH:5]=[CH:6][N:1]=[N:2][CH:3]=3)[CH2:14][CH2:13]2)=[O:22])=[CH:31][CH:30]=1. Reported procedure: To a stirred solution of 4-[(pyridazin-4-ylamino)-methyl]-piperidine (0.20 g, 1.04 mmol, from EXAMPLE 66, Step 1) in DMF (3 mL) was added carbonic acid-4-fluoro-benzyl ester 2,5-dioxo-pyrrolidin-1-yl ester (0.28 g, 1.04 mmol). The resulting reaction solution was stirred at rt for 0.5 h, then concentrated in vacuo. The residue was purified by silica gel chromatography (1–7 (10% NH4OH in MeOH)/99–93 CH2Cl2) to give 4-[(pyridazin-4-ylamino)-methyl]-piperidine-1-carboxylic acid-4-fluoro-benzyl ester...